From a dataset of the Open Reaction Database (ORD), a public repository of structured organic reaction records. describe an organic reaction: reactants, conditions, products, and yield Starting materials: NC1=C2C(=CN=CC2=CC=C1)Br (5-Amino-4-bromoisoquinoline), C(CCCCC)C(C(=S)O)CCCCCCCC (2-hexylthiodecanoic acid). Product: BrC1=CN=CC2=CC=CC(=C12)NC(C(CCCCCCCC)CCCCCC)=S (N-(4-bromoisoquinolin-5-yl)-2-hexylthiodecanamide). RXN SMILES: [NH2:1][C:2]1[CH:11]=[CH:10][CH:9]=[C:8]2[C:3]=1[C:4]([Br:12])=[CH:5][N:6]=[CH:7]2.[CH2:13]([CH:19]([CH2:23][CH2:24][CH2:25][CH2:26][CH2:27][CH2:28][CH2:29][CH3:30])[C:20](O)=[S:21])[CH2:14][CH2:15][CH2:16][CH2:17][CH3:18]>>[Br:12][C:4]1[C:3]2[C:8](=[CH:9][CH:10]=[CH:11][C:2]=2[NH:1][C:20](=[S:21])[CH:19]([CH2:13][CH2:14][CH2:15][CH2:16][CH2:17][CH3:18])[CH2:23][CH2:24][CH2:25][CH2:26][CH2:27][CH2:28][CH2:29][CH3:30])[CH:7]=[N:6][CH:5]=1. Procedure: 5-Amino-4-bromoisoquinoline (prepared according to the process described by Gordon et. al., J. Het. Chem., 4, 410 (1967)) was coupled with 2-hexylthiodecanoic acid (prepared by the procedures described in Examples 1 and 3) using the procedure described in Example 25 to give the title compound. The reactants are C(C)C(CC)(C1=CC(=C(C=C1)C#CC1(CCCC1)O[Si](C)(C)C)C)C1=CC(=C(C=C1)B1OC(C(O1)(C)C)(C)C)C (2-(4-{1-ethyl-1-[3-methyl-4-(1-trimethylsilanyloxy-cyclopentylethynyl)-phenyl]-propyl}-2-methyl-phenyl)-4,4,5,5-tetramethyl-[1,3,2]dioxaborolane), P(=O)([O-])([O-])[O-].[K+].[K+].[K+] (potassium phosphate), [Cl-].[NH4+] (ammonium chloride), COC(CC1=NC=C(C=C1)Br)=O ((5-bromo-pyridin-2-yl)acetic acid methyl ester), tetrakistriphenylphosphine palladium. Solvent: CN(C=O)C (N,N-dimethylformamide). Yields the product COC(CC1=NC=C(C=C1)C1=C(C=C(C=C1)C(CC)(C1=CC(=C(C=C1)C#CC1(CCCC1)O[Si](C)(C)C)C)CC)C)=O ([5-(4-{1-ethyl-1-[3-methyl-4-(1-trimethylsilanyloxy-cyclopentylethynyl)-phenyl]-propyl}-2-methyl-phenyl)-pyridin-2-yl]-acetic Acid Methyl Ester). Yield: 31.1%. Reaction SMILES: [CH2:1]([C:3]([C:25]1[CH:30]=[CH:29][C:28](B2OC(C)(C)C(C)(C)O2)=[C:27]([CH3:40])[CH:26]=1)([C:6]1[CH:11]=[CH:10][C:9]([C:12]#[C:13][C:14]2([O:19][Si:20]([CH3:23])([CH3:22])[CH3:21])[CH2:18][CH2:17][CH2:16][CH2:15]2)=[C:8]([CH3:24])[CH:7]=1)[CH2:4][CH3:5])[CH3:2].[CH3:41][O:42][C:43](=[O:52])[CH2:44][C:45]1[CH:50]=[CH:49][C:48](Br)=[CH:47][N:46]=1.P([O-])([O-])([O-])=O.[K+].[K+].[K+].[Cl-].[NH4+]>CN(C)C=O>[CH3:41][O:42][C:43](=[O:52])[CH2:44][C:45]1[CH:50]=[CH:49][C:48]([C:28]2[CH:29]=[CH:30][C:25]([C:3]([CH2:1][CH3:2])([C:6]3[CH:11]=[CH:10][C:9]([C:12]#[C:13][C:14]4([O:19][Si:20]([CH3:22])([CH3:21])[CH3:23])[CH2:18][CH2:17][CH2:16][CH2:15]4)=[C:8]([CH3:24])[CH:7]=3)[CH2:4][CH3:5])=[CH:26][C:27]=2[CH3:40])=[CH:47][N:46]=1 |f:2.3.4.5,6.7|. Reported procedure: A solution of 2-(4-{1-ethyl-1-[3-methyl-4-(1-trimethylsilanyloxy-cyclopentylethynyl)-phenyl]-propyl}-2-methyl-phenyl)-4,4,5,5-tetramethyl-[1,3,2]dioxaborolane (Example 32-(4); 60.8 mg, 0.10 mmol), (5-bromo-pyridin-2-yl)acetic acid methyl ester (Example 44-(2); 43.5 mg, 0.18 mmol), tetrakistriphenylphosphine palladium (17.3 mg, 0.015 mmol) and potassium phosphate (34.1 mg, 0.16 mmol) in N,N-dimethylformamide (0.6 mL) was stirred at 85° C. for four hours. A saturated aqueous ammonium chloride solu... Starting materials: C(CC(O)(C(=O)O)CC(=O)O)(=O)O.FC=1C=C2C3=C(NC2=CC1)C1(OCC3)CCC(CC1)(NCC1=CC=C(C=C1)OC)CC1=CC=CC=C1 (6′-fluoro-4′,9′-dihydro-N-(4-methoxybenzyl)-4-benzyl-spiro[cyclohexane-1,1′(3′H)-pyrano[3,4-b]indol]-4-amine citrate). Reagents/catalysts: [Pd] (palladium on activated carbon). Solvent: O1CCCC1 (tetrahydrofuran), CO (methanol). The product is C(C1=CC=CC=C1)C1(CCC2(OCCC3=C2NC2=CC=C(C=C32)F)CC1)N (4-Benzyl-6′-fluoro-4′,9′-dihydro-3′H-spiro[cyclohexane-1,1′-pyrano[3,4-b]-indol]-4-amine). As a reaction SMILES: C(O)(=O)CC(CC(O)=O)(C(O)=O)O.[F:14][C:15]1[CH:16]=[C:17]2[C:21](=[CH:22][CH:23]=1)[NH:20][C:19]1[C:24]3([CH2:32][CH2:31][C:30]([CH2:43][C:44]4[CH:49]=[CH:48][CH:47]=[CH:46][CH:45]=4)([NH:33]CC4C=CC(OC)=CC=4)[CH2:29][CH2:28]3)[O:25][CH2:26][CH2:27][C:18]2=1>O1CCCC1.CO.[Pd]>[CH2:43]([C:30]1([NH2:33])[CH2:31][CH2:32][C:24]2([C:19]3[NH:20][C:21]4[C:17]([C:18]=3[CH2:27][CH2:26][O:25]2)=[CH:16][C:15]([F:14])=[CH:23][CH:22]=4)[CH2:28][CH2:29]1)[C:44]1[CH:49]=[CH:48][CH:47]=[CH:46][CH:45]=1 |f:0.1|. Procedure: A solution of the free base of 6′-fluoro-4′,9′-dihydro-N-(4-methoxybenzyl)-4-benzyl-spiro[cyclohexane-1,1′(3′H)-pyrano[3,4-b]indol]-4-amine citrate (200 mg, 0.4 mmol) in tetrahydrofuran (20 ml) and methanol (20 ml) was mixed with 10% palladium on activated carbon (40 mg) and hydrogenated for 7 h under 3 bar and at 40° C. Then the reaction mixture was filtered through a pleated filter, the filter residue was washed with methanol and the filtrate was concentrated to small volume under vacuum. The ... Starting materials: C([O-])([O-])=O.[Cs+].[Cs+] (Cesium carbonate), [I-].[K+] (potassium iodide), ClCC(C)=O (chloroacetone), ClC1=CC=C(C(=N1)OC)NC=O (N-(6-chloro-2-methoxypyridin-3-yl)formamide), Ice water. Run in CN(C)C=O (DMF), C(Cl)(Cl)Cl (chloroform). Run at temperature 100 celsius, time 1 hour. Yields the product ClC1=CC=C(C(=N1)OC)N(C=O)CC(C)=O (N-(6-chloro-2-methoxypyridin-3-yl)-N-(2-oxopropyl)formamide). RXN SMILES: C(=O)([O-])[O-].[Cs+].[Cs+].[I-].[K+].Cl[CH2:10][C:11](=[O:13])[CH3:12].[Cl:14][C:15]1[N:20]=[C:19]([O:21][CH3:22])[C:18]([NH:23][CH:24]=[O:25])=[CH:17][CH:16]=1>CN(C=O)C.C(Cl)(Cl)Cl>[Cl:14][C:15]1[N:20]=[C:19]([O:21][CH3:22])[C:18]([N:23]([CH2:10][C:11](=[O:13])[CH3:12])[CH:24]=[O:25])=[CH:17][CH:16]=1 |f:0.1.2,3.4|. Reported procedure: Cesium carbonate (20.5 g), potassium iodide (521 mg) and chloroacetone (5.0 mL) were added to a solution of N-(6-chloro-2-methoxypyridin-3-yl)formamide (5.85 g) in DMF (34.3 mL), and the reaction solution was stirred at 100° C. for one hour. Ice water and chloroform were added to the reaction solution, and the organic layer was separated. The organic layer was dried over anhydrous magnesium sulfate and then concentrated under reduced pressure. The residue was purified by silica gel column chroma... Reactants: O=C1C2=C(OCC3=C1C=CC=C3)C=CC(=C2)C(=O)Cl (6,11-dihydro-11-oxodibenz[b,e]oxepin-2-carboxylic acid chloride), C(C)O (ethanol). Reaction conditions: time 3 hour. Yields the product C(C)OC(=O)C1=CC2=C(OCC3=C(C2=O)C=CC=C3)C=C1 (6,11-dihydro-11-oxodibenz[b,e]oxepin-2-carboxylic acid ethyl ester). Reaction SMILES: [O:1]=[C:2]1[C:8]2[CH:9]=[CH:10][CH:11]=[CH:12][C:7]=2[CH2:6][O:5][C:4]2[CH:13]=[CH:14][C:15]([C:17](Cl)=[O:18])=[CH:16][C:3]1=2.[CH2:20]([OH:22])[CH3:21]>>[CH2:20]([O:22][C:17]([C:15]1[CH:14]=[CH:13][C:4]2[O:5][CH2:6][C:7]3[CH:12]=[CH:11][CH:10]=[CH:9][C:8]=3[C:2](=[O:1])[C:3]=2[CH:16]=1)=[O:18])[CH3:21]. Procedure: Next, 30.44 g of oxepincarboxylic acid III obtained above was allowed to react with 30 ml of thionyl chloride in 200 ml of toluene by heating under reflux for one hour. Concentration of the reaction mixture to dryness under reduced pressure gave 6,11-dihydro-11-oxodibenz[b,e]oxepin-2-carboxylic acid chloride IV in a quantitative yield. One half of this acid chloride IV was added to 300 ml of ethanol, and the mixture was stirred at room temperature for three hours and concentrated under reduced p... Run in alkanol. Reagents/catalysts: [Ni] (nickel). Yields the product NCCCCCC(=O)OC (methyl 6-aminocaproate). Procedure details: U.S. Pat. Nos. 4,730,041 and 4,731,445 use methyl 5-formylvalerate as a starting material and an alkanol as a solvent to produce caprolactam. First, methyl 5-formylvalerate is reacted with excess ammonia and hydrogen in the presence of an alkanol as a solvent and in the presence of a magnesium silicate-supported nickel catalyst at 40° to 130° C. under superatmospheric pressure to form methyl 6-aminocaproate. After the unreacted ammonia and hydrogen gas are removed, methyl 6-aminocaproate is conv... Reaction SMILES: [CH:1]([CH2:3][CH2:4][CH2:5][CH2:6][C:7]([O:9][CH3:10])=[O:8])=O.[NH3:11].[H][H].[Si]([O-])([O-])([O-])[O-].[Mg+2].[Mg+2]>[Ni]>[NH2:11][CH2:1][CH2:3][CH2:4][CH2:5][CH2:6][C:7]([O:9][CH3:10])=[O:8] |f:3.4.5|. The reactants are C(=O)CCCCC(=O)OC (methyl 5-formylvalerate), N (ammonia), [H][H] (hydrogen), [Si]([O-])([O-])([O-])[O-].[Mg+2].[Mg+2] (magnesium silicate). Reactants: NCCN1CCOCC1 (N-(2-aminoethyl)morpholine), C(=O)(N1C=NC=C1)N1C=NC=C1 (1,1'-carbonyldiimidazole), C1(=CC=CC=C1)N1CCNCC1 (1-phenylpiperazine). The solvent is O1CCCC1 (tetrahydrofuran). Yields the product C1(=CC=CC=C1)N1CCN(CC1)C(=O)NCCN1CCOCC1 (4-Phenyl-N-(morpholin-4-ylethyl)-1-piperazinecarboxamide). As a reaction SMILES: [NH2:1][CH2:2][CH2:3][N:4]1[CH2:9][CH2:8][O:7][CH2:6][CH2:5]1.[C:10](N1C=CN=C1)(N1C=CN=C1)=[O:11].[C:22]1([N:28]2[CH2:33][CH2:32][NH:31][CH2:30][CH2:29]2)[CH:27]=[CH:26][CH:25]=[CH:24][CH:23]=1>O1CCCC1>[C:22]1([N:28]2[CH2:33][CH2:32][N:31]([C:10]([NH:1][CH2:2][CH2:3][N:4]3[CH2:9][CH2:8][O:7][CH2:6][CH2:5]3)=[O:11])[CH2:30][CH2:29]2)[CH:27]=[CH:26][CH:25]=[CH:24][CH:23]=1. Procedure: Following the procedure of Example 5, N-(2-aminoethyl)morpholine and 1,1'-carbonyldiimidazole are reacted together in tetrahydrofuran and the product thereof is reacted further with 1-phenylpiperazine to give the title compound. Starting materials: BrC1=CC(=C(C=C1)C(=O)N1CCN(CC1)C1=NC=C(C=C1C)CC)F ((4-bromo-2-fluorophenyl)[4-(5-ethyl-3-methylpyridin-2-yl)piperazin-1-yl]methanone), S1(NCCC1)(=O)=O (isothiazolidine 1,1-dioxide). Product: O=S1(N(CCC1)C1=CC(=C(C=C1)C(=O)N1CCN(CC1)C1=NC=C(C=C1C)CC)F)=O ([4-(1,1-dioxo-1λ6-isothiazolidin-2-yl)-2-fluorophenyl][4-(5-ethyl-3-methylpyridin-2-yl)piperazin-1-yl]methanone). Yield: 86.5%. As a reaction SMILES: Br[C:2]1[CH:7]=[CH:6][C:5]([C:8]([N:10]2[CH2:15][CH2:14][N:13]([C:16]3[C:21]([CH3:22])=[CH:20][C:19]([CH2:23][CH3:24])=[CH:18][N:17]=3)[CH2:12][CH2:11]2)=[O:9])=[C:4]([F:25])[CH:3]=1.[S:26]1(=[O:32])(=[O:31])[CH2:30][CH2:29][CH2:28][NH:27]1>>[O:31]=[S:26]1(=[O:32])[CH2:30][CH2:29][CH2:28][N:27]1[C:2]1[CH:7]=[CH:6][C:5]([C:8]([N:10]2[CH2:15][CH2:14][N:13]([C:16]3[C:21]([CH3:22])=[CH:20][C:19]([CH2:23][CH3:24])=[CH:18][N:17]=3)[CH2:12][CH2:11]2)=[O:9])=[C:4]([F:25])[CH:3]=1. Procedure details: Using (4-bromo-2-fluorophenyl)[4-(5-ethyl-3-methylpyridin-2-yl)piperazin-1-yl]methanone (406 mg) described in Preparation Example 211 and isothiazolidine 1,1-dioxide (158 mg) and by the reaction and treatment in the same manner as in Example 262, the title compound (386 mg) was obtained. Starting materials: CC(C)(C#N)C(NC(=O)c1cn(COCC[Si](C)(C)C)c2ncc(C3CC3)nc12)C1CC1, CCO, O. The product is CC(C)(C(N)=O)C(NC(=O)c1cn(COCC[Si](C)(C)C)c2ncc(C3CC3)nc12)C1CC1. Reaction SMILES: [C:1](#[N:2])[C:3]([CH:4]([CH:5]1[CH2:6][CH2:7]1)[NH:8][C:9](=[O:10])[c:11]1[cH:12][n:13]([CH2:23][O:24][CH2:25][CH2:26][Si:27]([CH3:28])([CH3:29])[CH3:30])[c:14]2[n:15][cH:16][c:17]([CH:20]3[CH2:21][CH2:22]3)[n:18][c:19]12)([CH3:31])[CH3:32].[CH3:33][CH2:34][OH:35].[OH2:36]>>[C:1]([NH2:2])([C:3]([CH:4]([CH:5]1[CH2:6][CH2:7]1)[NH:8][C:9](=[O:10])[c:11]1[cH:12][n:13]([CH2:23][O:24][CH2:25][CH2:26][Si:27]([CH3:28])([CH3:29])[CH3:30])[c:14]2[n:15][cH:16][c:17]([CH:20]3[CH2:21][CH2:22]3)[n:18][c:19]12)([CH3:31])[CH3:32])=[O:35].